This data is from the Open Reaction Database (ORD), a public repository of structured organic reaction records. The task is: describe an organic reaction: reactants, conditions, products, and yield Starting materials: Cl, CCOC(=O)C1CN2CCC1C2. The product is Cl, O=C(O)C1CN2CCC1C2. As a reaction SMILES: [ClH:13].[N:1]12[CH2:2][CH:3]([C:8](=[O:9])[O:10][CH2:11][CH3:12])[CH:4]([CH2:5][CH2:6]1)[CH2:7]2>>[ClH:13].[N:1]12[CH2:2][CH:3]([C:8](=[O:9])[OH:10])[CH:4]([CH2:5][CH2:6]1)[CH2:7]2. As a reaction SMILES: [Br-:66].[C:1]([c:2]1[cH:3][cH:4][cH:5][cH:6][cH:7]1)(=[O:8])[O:9][CH:10]1[CH:11]([CH2:26][O:27][C:28]([c:29]2[cH:30][cH:31][cH:32][cH:33][cH:34]2)([c:35]2[cH:36][cH:37][cH:38][cH:39][cH:40]2)[c:41]2[cH:42][cH:43][cH:44][cH:45][cH:46]2)[O:12][CH:13]([n:16]2[c:17]3[n:18][cH:19][n:20][c:21]([Cl:25])[c:22]3[n:23][cH:24]2)[CH:14]1[F:15].[CH2:67]([CH2:68][c:69]1[cH:70][cH:71][cH:72][cH:73][cH:74]1)[Zn+:75].[Cl-:76].[NH4+:77].[O:116]=[C:117]([CH:118]=[CH:119][c:120]1[cH:121][cH:122][cH:123][cH:124][cH:125]1)[CH:126]=[CH:127][c:128]1[cH:129][cH:130][cH:131][cH:132][cH:133]1.[O:134]1[CH2:135][CH2:136][CH2:137][CH2:138]1.[O:80]=[C:81]([CH:82]=[CH:83][c:84]1[cH:85][cH:86][cH:87][cH:88][cH:89]1)[CH:90]=[CH:91][c:92]1[cH:93][cH:94][cH:95][cH:96][cH:97]1.[O:98]=[C:99]([CH:100]=[CH:101][c:102]1[cH:103][cH:104][cH:105][cH:106][cH:107]1)[CH:108]=[CH:109][c:110]1[cH:111][cH:112][cH:113][cH:114][cH:115]1.[Pd:78].[Pd:79].[c:47]1([P:48]([c:49]2[cH:50][cH:51][cH:52][cH:53][cH:54]2)[c:55]2[cH:56][cH:57][cH:58][cH:59][cH:60]2)[cH:61][cH:62][cH:63][cH:64][cH:65]1>>[C:1]([c:2]1[cH:3][cH:4][cH:5][cH:6][cH:7]1)(=[O:8])[O:9][CH:10]1[CH:11]([CH2:26][O:27][C:28]([c:29]2[cH:30][cH:31][cH:32][cH:33][cH:34]2)([c:35]2[cH:36][cH:37][cH:38][cH:39][cH:40]2)[c:41]2[cH:42][cH:43][cH:44][cH:45][cH:46]2)[O:12][CH:13]([n:16]2[c:17]3[n:18][cH:19][n:20][c:21]([CH2:67][CH2:68][c:69]4[cH:70][cH:71][cH:72][cH:73][cH:74]4)[c:22]3[n:23][cH:24]2)[CH:14]1[F:15]. Yields the product O=C(OC1C(COC(c2ccccc2)(c2ccccc2)c2ccccc2)OC(n2cnc3c(CCc4ccccc4)ncnc32)C1F)c1ccccc1. Reactants: [Br-], O=C(OC1C(COC(c2ccccc2)(c2ccccc2)c2ccccc2)OC(n2cnc3c(Cl)ncnc32)C1F)c1ccccc1, [Zn+]CCc1ccccc1, [Cl-], [NH4+], O=C(C=Cc1ccccc1)C=Cc1ccccc1, C1CCOC1, O=C(C=Cc1ccccc1)C=Cc1ccccc1, O=C(C=Cc1ccccc1)C=Cc1ccccc1, [Pd], [Pd], c1ccc(P(c2ccccc2)c2ccccc2)cc1. Starting materials: CC(C)C[AlH]CC(C)C, CCOC(=O)C=C(C)c1ccc(-c2ccco2)cc1. The product is CC(=CCO)c1ccc(-c2ccco2)cc1. Reaction SMILES: [CH3:20][CH:21]([CH2:22][AlH:23][CH2:24][CH:25]([CH3:26])[CH3:27])[CH3:28].[o:1]1[c:2](-[c:6]2[cH:7][cH:8][c:9]([C:12](=[CH:13][C:14](=[O:15])[O:16][CH2:17][CH3:18])[CH3:19])[cH:10][cH:11]2)[cH:3][cH:4][cH:5]1>>[o:1]1[c:2](-[c:6]2[cH:7][cH:8][c:9]([C:12](=[CH:13][CH2:14][OH:15])[CH3:19])[cH:10][cH:11]2)[cH:3][cH:4][cH:5]1. The reactants are COc1cc2oc(=O)c(-c3ccc(C(F)(F)F)cc3)c(Cc3ccc(OC(=O)C(C)(C)C)cc3)c2cc1Br, CB1OB(C)OB(C)O1, [K+], [K+], O=C([O-])[O-], C1COCCO1, c1ccc(P(c2ccccc2)(c2ccccc2)[Pd](P(c2ccccc2)(c2ccccc2)c2ccccc2)(P(c2ccccc2)(c2ccccc2)c2ccccc2)P(c2ccccc2)(c2ccccc2)c2ccccc2)cc1. The product is COc1cc2oc(=O)c(-c3ccc(C(F)(F)F)cc3)c(Cc3ccc(OC(=O)C(C)(C)C)cc3)c2cc1C. Reaction SMILES: [Br:1][c:2]1[cH:3][c:4]2[c:5]([CH2:25][c:26]3[cH:27][cH:28][c:29]([O:32][C:33]([C:34]([CH3:35])([CH3:36])[CH3:37])=[O:38])[cH:30][cH:31]3)[c:6](-[c:15]3[cH:16][cH:17][c:18]([C:21]([F:22])([F:23])[F:24])[cH:19][cH:20]3)[c:7](=[O:14])[o:8][c:9]2[cH:10][c:11]1[O:12][CH3:13].[CH3:45][B:46]1[O:47][B:48]([CH3:49])[O:50][B:51]([CH3:52])[O:53]1.[K+:39].[K+:40].[O-:41][C:42]([O-:43])=[O:44].[O:54]1[CH2:55][CH2:56][O:57][CH2:58][CH2:59]1.[cH:60]1[cH:61][cH:62][c:63]([P:64]([Pd:65]([P:66]([c:67]2[cH:68][cH:69][cH:70][cH:71][cH:72]2)([c:73]2[cH:74][cH:75][cH:76][cH:77][cH:78]2)[c:79]2[cH:80][cH:81][cH:82][cH:83][cH:84]2)([P:85]([c:86]2[cH:87][cH:88][cH:89][cH:90][cH:91]2)([c:92]2[cH:93][cH:94][cH:95][cH:96][cH:97]2)[c:98]2[cH:99][cH:100][cH:101][cH:102][cH:103]2)[P:104]([c:105]2[cH:106][cH:107][cH:108][cH:109][cH:110]2)([c:111]2[cH:112][cH:113][cH:114][cH:115][cH:116]2)[c:117]2[cH:118][cH:119][cH:120][cH:121][cH:122]2)([c:123]2[cH:124][cH:125][cH:126][cH:127][cH:128]2)[c:129]2[cH:130][cH:131][cH:132][cH:133][cH:134]2)[cH:135][cH:136]1>>[c:2]1([CH3:42])[cH:3][c:4]2[c:5]([CH2:25][c:26]3[cH:27][cH:28][c:29]([O:32][C:33]([C:34]([CH3:35])([CH3:36])[CH3:37])=[O:38])[cH:30][cH:31]3)[c:6](-[c:15]3[cH:16][cH:17][c:18]([C:21]([F:22])([F:23])[F:24])[cH:19][cH:20]3)[c:7](=[O:14])[o:8][c:9]2[cH:10][c:11]1[O:12][CH3:13]. Reactants: CN(C)c1ccncc1, O=C(Cl)c1ccc(Cl)s1, CC(C)(C)OC(=O)c1ccc(-c2ccc3[nH]nc(N)c3c2)o1, C1COCCO1, c1ccncc1. Yields the product CC(C)(C)OC(=O)c1ccc(-c2ccc3[nH]nc(NC(=O)c4ccc(Cl)s4)c3c2)o1. RXN SMILES: [CH3:32][N:33]([CH3:34])[c:35]1[cH:36][cH:37][n:38][cH:39][cH:40]1.[Cl:23][c:24]1[cH:25][cH:26][c:27]([C:29](=[O:30])[Cl:31])[s:28]1.[NH2:1][c:2]1[n:3][nH:4][c:5]2[cH:6][cH:7][c:8](-[c:11]3[cH:12][cH:13][c:14]([C:16](=[O:17])[O:18][C:19]([CH3:20])([CH3:21])[CH3:22])[o:15]3)[cH:9][c:10]12.[O:47]1[CH2:48][CH2:49][O:50][CH2:51][CH2:52]1.[cH:41]1[cH:42][cH:43][n:44][cH:45][cH:46]1>>[NH:1]([c:2]1[n:3][nH:4][c:5]2[cH:6][cH:7][c:8](-[c:11]3[cH:12][cH:13][c:14]([C:16](=[O:17])[O:18][C:19]([CH3:20])([CH3:21])[CH3:22])[o:15]3)[cH:9][c:10]12)[C:29]([c:27]1[cH:26][cH:25][c:24]([Cl:23])[s:28]1)=[O:30].